From a dataset of the Open Reaction Database (ORD), a public repository of structured organic reaction records. describe an organic reaction: reactants, conditions, products, and yield Product: CN(C(OC(C)(C)C)=O)C1CN(CC1)C1=CC=NC=C1 (tert-Butyl methyl(1-(pyridin-4-yl)pyrrolidin-3-yl)carbamate). The solvent is C(=O)(O)[O-].[Na+] (NaHCO3), CC(C)O (2-propanol). Procedure: 3-(N-Tert-butoxycarbonyl-N-methylamino)pyrrolidine (4.993 mmol, 1 eq) and 4-chloropyridine hydrochloride (14.979 mmol, 3 eq) were dissolved in 2-propanol (15 ml) and DIPEA (19.972 mmol, 4 eq) and refluxed for 16 h. After monitoring by thin-layer chromatography, the reaction solution was diluted with sat. NaHCO3 solution and extracted with ethyl acetate (3×20 ml). The combined org. phases were washed with sat. NaCl solution, dried over magnesium sulfate and concentrated. The crude product was pur... Reactants: C(C)(C)(C)OC(=O)N(C)C1CNCC1 (3-(N-Tert-butoxycarbonyl-N-methylamino)pyrrolidine), Cl.ClC1=CC=NC=C1 (4-chloropyridine hydrochloride), CCN(C(C)C)C(C)C (DIPEA). Isolated yield 61.0%. Reaction SMILES: [C:1]([O:5][C:6]([N:8]([CH:10]1[CH2:14][CH2:13][NH:12][CH2:11]1)[CH3:9])=[O:7])([CH3:4])([CH3:3])[CH3:2].Cl.Cl[C:17]1[CH:22]=[CH:21][N:20]=[CH:19][CH:18]=1.CCN(C(C)C)C(C)C>CC(O)C.C([O-])(O)=O.[Na+]>[CH3:9][N:8]([CH:10]1[CH2:14][CH2:13][N:12]([C:17]2[CH:22]=[CH:21][N:20]=[CH:19][CH:18]=2)[CH2:11]1)[C:6](=[O:7])[O:5][C:1]([CH3:4])([CH3:2])[CH3:3] |f:1.2,5.6|. Reactants: NC=1C=C2C(=C(N=NC2=CC1)C(=O)OCC)O (ethyl 6-amino-4-hydroxycinnolin-3-yl carboxylate), C(C)(=O)OC1=C(C(=O)Cl)C=CC=C1 (o-acetoxybenzoylchloride), N-HCl. Run in N1=CC=CC=C1 (pyridine). Conditions: time 16 hour. Product: C(C)(=O)OC1=C(C(=O)NC=2C=C3C(=C(N=NC3=CC2)C(=O)OCC)O)C=CC=C1 (ethyl 6-o-acetoxybenzamido-4-hydroxycinnolin-3-yl carboxylate). RXN SMILES: [NH2:1][C:2]1[CH:3]=[C:4]2[C:9](=[CH:10][CH:11]=1)[N:8]=[N:7][C:6]([C:12]([O:14][CH2:15][CH3:16])=[O:13])=[C:5]2[OH:17].[C:18]([O:21][C:22]1[CH:30]=[CH:29][CH:28]=[CH:27][C:23]=1[C:24](Cl)=[O:25])(=[O:20])[CH3:19]>N1C=CC=CC=1>[C:18]([O:21][C:22]1[CH:30]=[CH:29][CH:28]=[CH:27][C:23]=1[C:24]([NH:1][C:2]1[CH:3]=[C:4]2[C:9](=[CH:10][CH:11]=1)[N:8]=[N:7][C:6]([C:12]([O:14][CH2:15][CH3:16])=[O:13])=[C:5]2[OH:17])=[O:25])(=[O:20])[CH3:19]. Procedure: To a solution of ethyl 6-amino-4-hydroxycinnolin-3-yl carboxylate (1.0 g.) in dry pyridine (20 ml.) was added o-acetoxybenzoylchloride (0.8 g), and the mixture was stirred at room temperature for 16 hours. The solution was then heated to 100° C. for 1 hr., cooled to 20° C. and poured into a mixture of ice and excess N-HCl. The mixture was filtered and the solid residue crystallised from aqueous ethanol to give ethyl 6-o-acetoxybenzamido-4-hydroxycinnolin-3-yl carboxylate, m.p. 240°-2° C. Reactants: F[B-](F)(F)F, CCOC(=O)C(=CC=[N+](C)C)N(C)C, COCC(=O)c1ccccc1, CCO, CCOC(=O)C(=CC=C(SC)C(=O)c1ccccc1)N(C)C. Product: CCOC(=O)C(=CC=C(OC)C(=O)c1ccccc1)N(C)C. As a reaction SMILES: [B-:23]([F:24])([F:25])([F:26])[F:27].[CH3:28][N:29]([CH3:30])[C:31](=[CH:35][CH:38]=[N+:39]([CH3:40])[CH3:41])[C:36]([O:32][CH2:33][CH3:34])=[O:37].[CH3:42][O:43][CH2:44][C:45]([c:46]1[cH:47][cH:48][cH:49][cH:50][cH:51]1)=[O:52].[CH3:53][CH2:54][OH:55].[c:1]1([C:7]([C:8](=[CH:9][CH:10]=[C:11]([C:12](=[O:13])[O:14][CH2:15][CH3:16])[N:17]([CH3:18])[CH3:19])[S:20][CH3:21])=[O:22])[cH:2][cH:3][cH:4][cH:5][cH:6]1>>[c:1]1([C:7]([C:8](=[CH:9][CH:10]=[C:11]([C:12](=[O:13])[O:14][CH2:15][CH3:16])[N:17]([CH3:18])[CH3:19])[O:37][CH3:36])=[O:22])[cH:2][cH:3][cH:4][cH:5][cH:6]1. Reactants: ClC1=CC=CC=C1 (Chlorobenzene), [Cl-].[Al+3].[Cl-].[Cl-] (aluminium chloride), C(\C=C\C(=O)Cl)(=O)Cl (Fumaryl chloride), ice, Cl (hydrochloric acid). The solvent is C(=S)=S (carbon disulphide). Reaction conditions: time 15 minute. The product is ClC1=CC=C(C(=O)C=CC(C2=CC=C(C=C2)Cl)=O)C=C1 (di-(p-chlorobenzoyl) ethylene). RXN SMILES: [Cl:1][C:2]1[CH:7]=[CH:6][CH:5]=[CH:4][CH:3]=1.[Cl-:8].[Al+3].[Cl-].[Cl-].[C:12](Cl)(=[O:18])/[CH:13]=[CH:14]/[C:15](Cl)=[O:16].Cl>C(=S)=S>[Cl:1][C:2]1[CH:7]=[CH:6][C:5]([C:12]([CH:13]=[CH:14][C:15](=[O:16])[C:2]2[CH:7]=[CH:6][C:5]([Cl:8])=[CH:4][CH:3]=2)=[O:18])=[CH:4][CH:3]=1 |f:1.2.3.4|. Reported procedure: Chlorobenzene (0.4 mol) and aluminium chloride (0.5 mol) in carbon disulphide (30 ml) were stirred at 50°-60°. Fumaryl chloride (0.2 mol) was added dropwise at a brisk rate over 30 minutes and refluxing was continued for a further 15 minutes. The residue was poured into crushed ice (1 kg) and concentrated hydrochloric acid (15.0 ml). The semi-solid was filtered off, washed with ether and ethanol, and recrystallised from ethyl acetate/ethanol to give pale yellow needles of di-(p-chlorobenzoyl) et... The product is C(C)OC(=O)C1=C(N=CS1)C(C)C (4-(1-methylethyl)thiazole-5-carboxylic acid ethyl ester). Isolated yield 36.0%. As a reaction SMILES: [CH:1]([NH2:3])=[S:2].[CH2:4]([O:6][C:7](=[O:15])[CH:8](Cl)[C:9](=O)[CH:10]([CH3:12])[CH3:11])[CH3:5]>C(O)C>[CH2:4]([O:6][C:7]([C:8]1[S:2][CH:1]=[N:3][C:9]=1[CH:10]([CH3:12])[CH3:11])=[O:15])[CH3:5]. Reported procedure: A solution of thioformamide (prepared according to A1-Razzar et al. U.S. Pat, No. 5,559158; 1.2 g, 20 mmol) and 2-chloro-4-methyl-3-oxopentanoic acid ethyl ester (2.0 g, 10 mmol) in ethanol (20 mL) was heated at reflux for 17 h. The reaction mixture was evaporated to dryness and the residue was chromatographed over silica gel (5-20% ethyl acetate/hexanes) to give 4-(1-methylethyl)thiazole-5-carboxylic acid ethyl ester (720 mg, 36% yield). Reactants: C(=S)N (thioformamide), C(C)OC(C(C(C(C)C)=O)Cl)=O (2-chloro-4-methyl-3-oxopentanoic acid ethyl ester). The solvent is C(C)O (ethanol). The reactants are C(C)(C)(C)OC(=O)OC1=C(C=O)C=CC=C1 (2-(tert-butoxycarbonyloxy)-benzaldehyde), CC(C)=CC (2-methyl-2-butene), P(=O)(O)([O-])[O-].[Na+].[Na+] (sodium hydrogenphosphate), Cl(=O)[O-].[Na+] (sodium chlorite). Solvent: C(C)(C)(C)O (tert-butanol), O (water). Reaction conditions: time 2 hour. Product: C(C)(C)(C)OC(=O)OC1=C(C(=O)O)C=CC=C1 (2-(tert-butoxycarbonyloxy)benzoic acid). The yield is 70.7%. As a reaction SMILES: [C:1]([O:5][C:6]([O:8][C:9]1[CH:16]=[CH:15][CH:14]=[CH:13][C:10]=1[CH:11]=[O:12])=[O:7])([CH3:4])([CH3:3])[CH3:2].CC(=CC)C.P([O-])([O-])(O)=[O:23].[Na+].[Na+].Cl([O-])=O.[Na+]>C(O)(C)(C)C.O>[C:1]([O:5][C:6]([O:8][C:9]1[CH:16]=[CH:15][CH:14]=[CH:13][C:10]=1[C:11]([OH:23])=[O:12])=[O:7])([CH3:4])([CH3:2])[CH3:3] |f:2.3.4,5.6|. Procedure: 21.5 g (93.8 mmol) of 2-(tert-butoxycarbonyloxy)-benzaldehyde and 80 ml (750 mmol) of 2-methyl-2-butene are diluted in 250 ml of tert-butanol. A solution containing 28.1 g (234 mmol) of sodium hydrogenphosphate and 29.7 g (328 mmol) of sodium chlorite in 75 ml of water is added dropwise to the reaction medium, which is stirred at ambient temperature for 2 hours. The mixture is evaporated under reduced pressure and the residue is dissolved in dichloromethane. The organic phase is washed with wate... Reactants: C(C)(=O)O[C@]1(C(C)=O)CC[C@H]2[C@@H]3[C@@H]([C@H](C4=CC(OC[C@]4(C)[C@H]3CC[C@]12C)=O)Cl)O (17α-acetoxy-6β-chloro-7α-hydroxy-2-oxa-4-pregnene-3,20-dione), C1(=CC=C(C=C1)S(=O)(=O)Cl)C (p-toluenesulfonyl chloride), N1=CC=CC=C1 (pyridine). The reagents and catalysts are CN(C1=CC=NC=C1)C (4-dimethylaminopyridine). The solvent is O (Water). Product: C(C)(=O)O[C@]1(C(C)=O)CC[C@H]2[C@@H]3C=C(C4=CC(OC[C@]4(C)[C@H]3CC[C@]12C)=O)Cl (17α-acetoxy-6-chloro-2-oxapregna-4,6-diene-3,20-dione). The yield is 77.6%. RXN SMILES: [C:1]([O:4][C@:5]1([C@:25]2([CH3:26])[C@H:11]([C@H:12]3[C@H:22]([CH2:23][CH2:24]2)[C@:20]2([CH3:21])[C:15](=[CH:16][C:17](=[O:27])[O:18][CH2:19]2)[C@H:14]([Cl:28])[C@H:13]3O)[CH2:10][CH2:9]1)[C:6](=[O:8])[CH3:7])(=[O:3])[CH3:2].C1(C)C=CC(S(Cl)(=O)=O)=CC=1.N1C=CC=CC=1>CN(C)C1C=CN=CC=1.O>[C:1]([O:4][C@:5]1([C@:25]2([CH3:26])[C@H:11]([C@H:12]3[C@H:22]([CH2:23][CH2:24]2)[C@:20]2([CH3:21])[C:15](=[CH:16][C:17](=[O:27])[O:18][CH2:19]2)[C:14]([Cl:28])=[CH:13]3)[CH2:10][CH2:9]1)[C:6](=[O:8])[CH3:7])(=[O:3])[CH3:2]. Procedure details: A mixture of 70 mg of 17α-acetoxy-6β-chloro-7α-hydroxy-2-oxa-4-pregnene-3,20-dione, 400 mg of p-toluenesulfonyl chloride, 1 ml of 4-dimethylaminopyridine and 0.9 ml of pyridine was heated under reflux for 2 hours. Water was added to the reaction mixture, and the mixture was extracted with ethyl acetate. The extract was washed with 50% hydrochloric acid and then with a saturated aqueous solution of sodium hydrogen carbonate, and dried over anhydrous magnesium sulfate. The solvent was evaporated, ... Starting materials: CCOC(=O)c1cnc(SC)nc1N, CCO, [Li+], [OH-], O. The product is CSc1ncc(C(=O)O)c(N)n1. RXN SMILES: [CH2:1]([CH3:2])[O:3][C:4](=[O:5])[c:6]1[c:7]([NH2:14])[n:8][c:9]([S:12][CH3:13])[n:10][cH:11]1.[CH3:17][CH2:18][OH:19].[Li+:15].[OH-:16].[OH2:20]>>[O:3]=[C:4]([OH:5])[c:6]1[c:7]([NH2:14])[n:8][c:9]([S:12][CH3:13])[n:10][cH:11]1.